From a dataset of the Open Reaction Database (ORD), a public repository of structured organic reaction records. describe an organic reaction: reactants, conditions, products, and yield The reactants are C(C)(=O)N1CCC(CC1)C(=O)N1CCN(CC1)C=1C(=CC(=C2C=CC=NC12)Cl)C(C)=O (1-(8-{4-[(1-acetylpiperidin-4-yl)carbonyl]piperazin-1-yl}-5-chloroquinolin-7-yl)ethanone), C(C)(=O)[O-].[NH4+] (ammonium acetate), C(#N)[BH3-].[Na+] (sodium cyanoborohydride), O1CCCC1 (tetrahydrofuran). The solvent is CO (methanol), C(C)#N (acetonitrile). Run at temperature 65 celsius. Yields the product C(C)(=O)N1CCC(CC1)C(=O)N1CCN(CC1)C=1C(=CC(=C2C=CC=NC12)Cl)C(C)N (1-(8-{4-[(1-Acetylpiperidin-4-yl)carbonyl]piperazin-1-yl}-5-chloroquinolin-7-yl)ethanamine). As a reaction SMILES: [C:1]([N:4]1[CH2:9][CH2:8][CH:7]([C:10]([N:12]2[CH2:17][CH2:16][N:15]([C:18]3[C:19]([C:29](=O)[CH3:30])=[CH:20][C:21]([Cl:28])=[C:22]4[C:27]=3[N:26]=[CH:25][CH:24]=[CH:23]4)[CH2:14][CH2:13]2)=[O:11])[CH2:6][CH2:5]1)(=[O:3])[CH3:2].C([O-])(=O)C.[NH4+].C([BH3-])#[N:38].[Na+].O1CCCC1>CO.C(#N)C>[C:1]([N:4]1[CH2:5][CH2:6][CH:7]([C:10]([N:12]2[CH2:17][CH2:16][N:15]([C:18]3[C:19]([CH:29]([NH2:38])[CH3:30])=[CH:20][C:21]([Cl:28])=[C:22]4[C:27]=3[N:26]=[CH:25][CH:24]=[CH:23]4)[CH2:14][CH2:13]2)=[O:11])[CH2:8][CH2:9]1)(=[O:3])[CH3:2] |f:1.2,3.4|. Procedure: A mixture of 1-(8-{4-[(1-acetylpiperidin-4-yl)carbonyl]piperazin-1-yl}-5-chloroquinolin-7-yl)ethanone (0.030 g, 0.068 mmol) and ammonium acetate (0.0522 g, 0.677 mmol) in methanol (0.3 mL) and acetonitrile (0.3 mL) was heated at 65° C. in a sealed tube for 1 hour. After cooling to room temperature, to the resulting mixture was added 1.0 M sodium cyanoborohydride in tetrahydrofuran (0.17 mL, 0.17 mmol). The reaction was heated at 65° C. overnight. The mixture was cooled to room temperature, quenc... Starting materials: C=C(C)c1cnc(N2CCN(c3nnc(Cc4ccccc4)c4ccccc34)CC2)cn1, CO, [H][H], [OH-], [OH-], [Pd+2]. Yields the product CC(C)c1cnc(N2CCN(c3nnc(Cc4ccccc4)c4ccccc34)CC2)cn1. As a reaction SMILES: [CH2:1]([c:2]1[cH:3][cH:4][cH:5][cH:6][cH:7]1)[c:8]1[n:9][n:10][c:11]([N:18]2[CH2:19][CH2:20][N:21]([c:24]3[n:25][cH:26][c:27]([C:30](=[CH2:31])[CH3:32])[n:28][cH:29]3)[CH2:22][CH2:23]2)[c:12]2[cH:13][cH:14][cH:15][cH:16][c:17]12.[CH3:35][OH:36].[H:33][H:34].[OH-:37].[OH-:39].[Pd+2:38]>>[CH2:1]([c:2]1[cH:3][cH:4][cH:5][cH:6][cH:7]1)[c:8]1[n:9][n:10][c:11]([N:18]2[CH2:19][CH2:20][N:21]([c:24]3[n:25][cH:26][c:27]([CH:30]([CH3:31])[CH3:32])[n:28][cH:29]3)[CH2:22][CH2:23]2)[c:12]2[cH:13][cH:14][cH:15][cH:16][c:17]12. Reactants: CCOC(=O)c1ccc2c(C(=O)O)c(C(C)C)n(Cc3ccccn3)c2c1, ClCCCl, CN(C)c1ccncc1, ClCCl, NCc1cc(F)cc(F)c1. Yields the product CCOC(=O)c1ccc2c(C(=O)NCc3cc(F)cc(F)c3)c(C(C)C)n(Cc3ccccn3)c2c1. Reaction SMILES: [CH2:1]([CH3:2])[O:3][C:4](=[O:5])[c:6]1[cH:7][cH:8][c:9]2[c:10]([C:25](=[O:26])[OH:27])[c:11]([CH:22]([CH3:23])[CH3:24])[n:12]([CH2:15][c:16]3[n:17][cH:18][cH:19][cH:20][cH:21]3)[c:13]2[cH:14]1.[CH2:28]([Cl:29])[CH2:30][Cl:31].[CH3:45][N:46]([c:47]1[cH:48][cH:49][n:50][cH:51][cH:52]1)[CH3:53].[Cl:42][CH2:43][Cl:44].[F:32][c:33]1[cH:34][c:35]([CH2:36][NH2:37])[cH:38][c:39]([F:41])[cH:40]1>>[CH2:1]([CH3:2])[O:3][C:4](=[O:5])[c:6]1[cH:7][cH:8][c:9]2[c:10]([C:25](=[O:26])[NH:37][CH2:36][c:35]3[cH:34][c:33]([F:32])[cH:40][c:39]([F:41])[cH:38]3)[c:11]([CH:22]([CH3:23])[CH3:24])[n:12]([CH2:15][c:16]3[n:17][cH:18][cH:19][cH:20][cH:21]3)[c:13]2[cH:14]1. Starting materials: O=C(NC1=C(F)C(F)=C(C(F)=C1F)C(F)(F)F)C(C)C2CCOCC2. Reagents/catalysts: [K].O=C(O)O, [B-](F)(F)(F)F.CC[N+](CC)(CC)CC, N=1C(OC)=CC(OC)=C2C=CC=CC12, O1B(OC(C)(C)C1(C)C)B2OC(C)(C)C(O2)(C)C, O=C(O)C, [Pd].O=C(O)C. Solvent: N#CC. Reaction conditions: temperature 80 celsius, time 15 hour. Product: O=C(NC1=C(F)C(F)=C(C(F)=C1F)C(F)(F)F)C(CB2OC(C)(C)C(O2)(C)C)C3CCOCC3. Yield: 70.0%. Run at temperature 50 celsius, time 24 hour. The reactants are CCN(CC)C(=O)Oc3ccc2c1ccccc1n(C)c2c3 (substrate), COc1ccc([Al](CC(C)C)CC(C)C)cc1 (effective_coupling_partner). The reagents and catalysts are PCy3. Product: COc4ccc(c3ccc2c1ccccc1n(C)c2c3)cc4.